Dataset: the Open Reaction Database (ORD), a public repository of structured organic reaction records. Task: describe an organic reaction: reactants, conditions, products, and yield Reactants: BrC=1C=NN(C1C)CC1(CC(CCC1)(C)C)O (1-((4-bromo-5-methyl-1H-pyrazol-1-yl)methyl)-3,3-dimethylcyclohexanol), [H-].[Na+] (NaH), IC (iodomethane), [H-].[Na+] (sodium hydride), IC (iodomethane). Run in CCOCC (ether), CN(C=O)C (N,N-dimethylformamide). Run at time 10 minute. Yields the product BrC=1C=NN(C1C)CC1(CC(CCC1)(C)C)OC (4-bromo-1-((1-methoxy-3,3-dimethylcyclohexyl)methyl)-5-methyl-1H-pyrazole). RXN SMILES: [Br:1][C:2]1[CH:3]=[N:4][N:5]([CH2:8][C:9]2([OH:17])[CH2:14][CH2:13][CH2:12][C:11]([CH3:16])([CH3:15])[CH2:10]2)[C:6]=1[CH3:7].[H-].[Na+].I[CH3:21]>CN(C)C=O.CCOCC>[Br:1][C:2]1[CH:3]=[N:4][N:5]([CH2:8][C:9]2([O:17][CH3:21])[CH2:14][CH2:13][CH2:12][C:11]([CH3:15])([CH3:16])[CH2:10]2)[C:6]=1[CH3:7] |f:1.2|. Reported procedure: A solution of EXAMPLE 157B (0.62 g) was dissolved in N,N-dimethylformamide (10 mL) and treated with NaH (0.062 g, 60% in mineral oil). After 10 minutes, iodomethane (0.16 mL) was added. After 1 hour, additional sodium hydride (0.5 eq.) and iodomethane (0.5 eq.) were added and stirring was continued at room temperature for 3 hours. The reaction was diluted with ether (75 mL) and washed with water (50 mL) and brine (50 mL), dried over magnesium sulfate, filtered, and concentrated. Silica gel chrom... Reactants: Cc1cc(SC(c2cnc(Br)cc2C)c2cc(F)ccc2F)ccc1Cl, [Li]CCCC, CN(C)C=O, Cc1ccccc1, O. Product: Cc1cc(SC(c2cnc(C=O)cc2C)c2cc(F)ccc2F)ccc1Cl. RXN SMILES: [Br:1][c:2]1[n:3][cH:4][c:5]([CH:9]([c:10]2[c:11]([F:17])[cH:12][cH:13][c:14]([F:16])[cH:15]2)[S:18][c:19]2[cH:20][c:21]([CH3:26])[c:22]([Cl:25])[cH:23][cH:24]2)[c:6]([CH3:8])[cH:7]1.[CH2:27]([Li:28])[CH2:29][CH2:30][CH3:31].[CH3:32][N:33]([CH:34]=[O:35])[CH3:36].[CH3:38][c:39]1[cH:40][cH:41][cH:42][cH:43][cH:44]1.[OH2:37]>>[c:2]1([CH:34]=[O:35])[n:3][cH:4][c:5]([CH:9]([c:10]2[c:11]([F:17])[cH:12][cH:13][c:14]([F:16])[cH:15]2)[S:18][c:19]2[cH:20][c:21]([CH3:26])[c:22]([Cl:25])[cH:23][cH:24]2)[c:6]([CH3:8])[cH:7]1.